From a dataset of the Open Reaction Database (ORD), a public repository of structured organic reaction records. describe an organic reaction: reactants, conditions, products, and yield The reactants are C(=O)C=1C(N(C(N(C1C=CN(C)C)C)=O)C)=O (5-formyl-1,3-dimethyl-6-(2-dimethylaminovinyl)uracil), N (ammonia). The solvent is C(C)O (ethanol). Run at time 30 minute. The product is CN1C(N(C(C2=C1C=CN=C2)=O)C)=O (1,3-dimethylpyrido[4,3-d]pyrimidine-2,4-dione). Yield: 84.5%. RXN SMILES: C([C:3]1[C:4](=[O:17])[N:5]([CH3:16])[C:6](=[O:15])[N:7]([CH3:14])[C:8]=1[CH:9]=[CH:10][N:11](C)[CH3:12])=O.N>C(O)C>[CH3:14][N:7]1[C:8]2[CH:9]=[CH:10][N:11]=[CH:12][C:3]=2[C:4](=[O:17])[N:5]([CH3:16])[C:6]1=[O:15]. Procedure: 0.47 g of 5-formyl-1,3-dimethyl-6-(2-dimethylaminovinyl)uracil was dissolved in ethanol, and ammonia was added thereto. The solution was stirred for 30 min at room temperature. The precipitated crystals were separated from the solution by filtration and recrystallized from ethanol to give 0.32 g of 1,3-dimethylpyrido[4,3-d]pyrimidine-2,4-dione (Compound 1). Starting materials: BrCCOC1=CC=C(C=C1)\C(=C(\C(F)(F)F)/C1=CC=CC=C1)\C1=CC=CC=C1 ((E)-1-[4-(2-bromoethoxy)-phenyl]-1,2-diphenyl-3,3,3-trifluoro-propene), C1([N+](=O)[O-])=CC([N+](=O)[O-])=CC([N+](=O)[O-])=C1O (picric acid), C1=CC=CC=C1 (benzene). Solvent: C(C)O (ethanol). Reaction conditions: time 5 hour. Yields the product C1([N+](=O)[O-])=CC([N+](=O)[O-])=CC([N+](=O)[O-])=C1O.C(C)N(CCOC1=CC=C(C=C1)\C(=C(\C(F)(F)F)/C1=CC=CC=C1)\C1=CC=CC=C1)CC ((E)-1-[4-(2-diethylaminoethoxy)-phenyl]-1,2-diphenyl-3,3,3-trifluoro-propene picrate). Yield: 80.4%. Reaction SMILES: Br[CH2:2][CH2:3][O:4][C:5]1[CH:10]=[CH:9][C:8](/[C:11](/[C:23]2[CH:28]=[CH:27][CH:26]=[CH:25][CH:24]=2)=[C:12](\[C:17]2[CH:22]=[CH:21][CH:20]=[CH:19][CH:18]=2)/[C:13]([F:16])([F:15])[F:14])=[CH:7][CH:6]=1.[C:29]1([C:43]([OH:44])=[C:39]([N+:40]([O-:42])=[O:41])[CH:38]=[C:34]([N+:35]([O-:37])=[O:36])[CH:33]=1)[N+:30]([O-:32])=[O:31].[CH:45]1C=CC=C[CH:46]=1>C(O)C>[C:39]1([C:43]([OH:44])=[C:29]([N+:30]([O-:32])=[O:31])[CH:33]=[C:34]([N+:35]([O-:37])=[O:36])[CH:38]=1)[N+:40]([O-:42])=[O:41].[CH2:45]([N:40]([CH2:39][CH3:43])[CH2:2][CH2:3][O:4][C:5]1[CH:10]=[CH:9][C:8](/[C:11](/[C:23]2[CH:28]=[CH:27][CH:26]=[CH:25][CH:24]=2)=[C:12](\[C:17]2[CH:22]=[CH:21][CH:20]=[CH:19][CH:18]=2)/[C:13]([F:16])([F:15])[F:14])=[CH:7][CH:6]=1)[CH3:46] |f:4.5|. Reported procedure: 5.37 g (12 mmoles) of (E)-1-[4-(2-bromoethoxy)-phenyl]-1,2-diphenyl-3,3,3-trifluoro-propene, prepared as described in Example 7, are boiled with 8.8 g of diethylamino for 5 hours. The reaction mixture is diluted with 50 ml of benzene, washed with water until neutral, dried and evaporated. The residue is dissolved in 20 ml of 95% ethanol, and a solution of 3.22 g (14 mmoles) of picric acid in 32 ml of 95% ethanol is added. The separated crystals are filtered off, washed with ethanol and ether. 6.... Starting materials: N1C=NC(=C1C(=O)OC)C(=O)OC (dimethyl 4,5 imidazole dicarboxylate), LAH lithium aluminum hydride. Run in O1CCCC1 (THF). Yields the product OCC=1N=CNC1CO (4,5 di(hydroxymethyl)imidazole). As a reaction SMILES: [NH:1]1[C:5]([C:6](OC)=[O:7])=[C:4]([C:10](OC)=[O:11])[N:3]=[CH:2]1>O1CCCC1>[OH:7][CH2:6][C:5]1[N:1]=[CH:2][NH:3][C:4]=1[CH2:10][OH:11]. Procedure: Reflux dimethyl 4,5 imidazole dicarboxylate (1.8 g) in THF (tetrahydrofuran) with 2.5 equivalents of LAH lithium aluminum hydride). Neutralize with NH4Cl solution and filter. Concentrate the filtrate under vacumm and extract the product with ethanol. Remove the solvent, filtrate through alumina using a THF solvent to give the title compound.